Task: describe an organic reaction: reactants, conditions, products, and yield. Dataset: the Open Reaction Database (ORD), a public repository of structured organic reaction records Starting materials: BrC=1C(N(C=C(N1)Br)C=1C=C(C(=O)OC)C=CC1C)=O (3-(3,5-dibromo-2-oxo-2H-pyrazin-1-yl)-4-methyl-benzoic acid, methyl ester), CN1CCN(CC1)CC1=C(C=CC=C1)CN (2-[(4-methyl-1-piperazinyl)methyl]-benzenemethanamine), C(=O)[O-].[NH4+] (ammonium formate), Cl.CON (O-methylhydroxylamine hydrochloride), C1(CCCC1)[Mg]Br (cyclopentylmagnesium bromide). Reagents/catalysts: [Pd] (palladium on carbon). The solvent is C(C)O (ethanol), O1CCCC1 (tetrahydrofuran), C(C)N(CC)CC (triethylamine). Run at temperature 100 celsius, time 60 minute. Product: CONC(C1=CC(=C(C=C1)C)N1C(C(=NC=C1)NCC1=C(C=CC=C1)CN1CCN(CC1)C)=O)=O (N-Methoxy-4-methyl-3-[3-[[[2-[(4-methyl-1-piperazinyl)methyl]phenyl]methyl]amino]-2-oxo-1(2H)-pyrazinyl]-benzamide). The yield is 11.0%. As a reaction SMILES: Br[C:2]1[C:3](=[O:20])[N:4]([C:9]2[CH:10]=[C:11]([CH:16]=[CH:17][C:18]=2[CH3:19])[C:12]([O:14]C)=O)[CH:5]=[C:6](Br)[N:7]=1.[CH3:21][N:22]1[CH2:27][CH2:26][N:25]([CH2:28][C:29]2[CH:34]=[CH:33][CH:32]=[CH:31][C:30]=2[CH2:35][NH2:36])[CH2:24][CH2:23]1.Cl.[CH3:38][O:39][NH2:40].C1([Mg]Br)CCCC1.C([O-])=O.[NH4+]>O1CCCC1.[Pd].C(O)C.C(N(CC)CC)C>[CH3:38][O:39][NH:40][C:12](=[O:14])[C:11]1[CH:16]=[CH:17][C:18]([CH3:19])=[C:9]([N:4]2[CH:5]=[CH:6][N:7]=[C:2]([NH:36][CH2:35][C:30]3[CH:31]=[CH:32][CH:33]=[CH:34][C:29]=3[CH2:28][N:25]3[CH2:26][CH2:27][N:22]([CH3:21])[CH2:23][CH2:24]3)[C:3]2=[O:20])[CH:10]=1 |f:2.3,5.6|. Reported procedure: To a stirred solution of 3-(3,5-dibromo-2-oxo-2H-pyrazin-1-yl)-4-methyl-benzoic acid, methyl ester (Example 1b, 0.1 g) in tetrahydrofuran (2 mL) in a microwave vial was added triethylamine (250 μL) and 2-[(4-methyl-1-piperazinyl)methyl]-benzenemethanamine (90 mg). The reaction was stirred overnight before the addition of O-methylhydroxylamine hydrochloride (83 mg) and cyclopentylmagnesium bromide (2M in diethyl ether, 2 mL) dropwise. After stirring for 60 minutes, ethanol (2 mL) was added follow... Reactants: CCCC(=O)c1cnc2c(O)cccc2c1Nc1ccccc1C, CC(C)(C)[O-], CN(C)C=O, ClCCCN1CCOCC1, Cl, [K+], O. The product is CCCC(=O)c1cnc2c(OCCCN3CCOCC3)cccc2c1Nc1ccccc1C. As a reaction SMILES: [C:1]([CH2:2][CH2:3][CH3:4])(=[O:5])[c:6]1[cH:7][n:8][c:9]2[c:10]([OH:24])[cH:11][cH:12][cH:13][c:14]2[c:15]1[NH:16][c:17]1[c:18]([CH3:23])[cH:19][cH:20][cH:21][cH:22]1.[CH3:25][C:26]([CH3:27])([O-:28])[CH3:29].[CH3:42][N:43]([CH3:44])[CH:45]=[O:46].[Cl:32][CH2:33][CH2:34][CH2:35][N:36]1[CH2:37][CH2:38][O:39][CH2:40][CH2:41]1.[ClH:31].[K+:30].[OH2:47]>>[C:1]([CH2:2][CH2:3][CH3:4])(=[O:5])[c:6]1[cH:7][n:8][c:9]2[c:10]([O:24][CH2:33][CH2:34][CH2:35][N:36]3[CH2:37][CH2:38][O:39][CH2:40][CH2:41]3)[cH:11][cH:12][cH:13][c:14]2[c:15]1[NH:16][c:17]1[c:18]([CH3:23])[cH:19][cH:20][cH:21][cH:22]1. Starting materials: Nc1cc(F)ccc1Br, CC(C)(C)C(=O)Cl, CCN(C(C)C)C(C)C, ClCCl. Yields the product CC(C)(C)C(=O)Nc1cc(F)ccc1Br. RXN SMILES: [Br:8][c:9]1[c:10]([NH2:16])[cH:11][c:12]([F:15])[cH:13][cH:14]1.[CH3:1][C:2]([C:3](=[O:4])[Cl:5])([CH3:6])[CH3:7].[CH:17]([N:18]([CH2:19][CH3:20])[CH:21]([CH3:22])[CH3:23])([CH3:24])[CH3:25].[Cl:26][CH2:27][Cl:28]>>[CH3:1][C:2]([C:3](=[O:4])[NH:16][c:10]1[c:9]([Br:8])[cH:14][cH:13][c:12]([F:15])[cH:11]1)([CH3:6])[CH3:7].